From a dataset of the Open Reaction Database (ORD), a public repository of structured organic reaction records. describe an organic reaction: reactants, conditions, products, and yield Procedure: The starting material is prepared as follows: The solution of 1.77 g of N-(4-nitro-2-iodomethylphenyl)-4-chlorophthalimide and 1.0 g of silver acetate in 32 ml of acetic acid is refluxed for one hour with protection from light. It is filtered, the filtrate evaporated and the residue recrystallized from ethyl acetate-diethyl ether, to yield the N-(2-acetoxymethyl-4-nitrophenyl)-4-chlorophthalimide melting at 124°-125°. The reactants are [N+](=O)([O-])C1=CC(=C(C=C1)N1C(C=2C(C1=O)=CC(=CC2)Cl)=O)CI (N-(4-nitro-2-iodomethylphenyl)-4-chlorophthalimide), C(C)(=O)O (acetic acid). RXN SMILES: [N+:1]([C:4]1[CH:9]=[CH:8][C:7]([N:10]2[C:14](=[O:15])[C:13]3=[CH:16][C:17]([Cl:20])=[CH:18][CH:19]=[C:12]3[C:11]2=[O:21])=[C:6]([CH2:22]I)[CH:5]=1)([O-:3])=[O:2].[C:24]([OH:27])(=[O:26])[CH3:25]>C([O-])(=O)C.[Ag+]>[C:24]([O:27][CH2:22][C:6]1[CH:5]=[C:4]([N+:1]([O-:3])=[O:2])[CH:9]=[CH:8][C:7]=1[N:10]1[C:14](=[O:15])[C:13]2=[CH:16][C:17]([Cl:20])=[CH:18][CH:19]=[C:12]2[C:11]1=[O:21])(=[O:26])[CH3:25] |f:2.3|. Reagents/catalysts: C(C)(=O)[O-].[Ag+] (silver acetate). The product is C(C)(=O)OCC1=C(C=CC(=C1)[N+](=O)[O-])N1C(C=2C(C1=O)=CC(=CC2)Cl)=O (N-(2-acetoxymethyl-4-nitrophenyl)-4-chlorophthalimide).